From a dataset of the Open Reaction Database (ORD), a public repository of structured organic reaction records. describe an organic reaction: reactants, conditions, products, and yield Starting materials: OC/C=C/[C@H]1CC[C@@]2(C[C@H](CC[C@]12C)C1=C(C(=C(C(=C1)C)C(C)(C)C)C)O[SiH3])O ((1R,3aS,5S,7aR)-1-[(E)-3-hydroxy-1-propenyl]-5-(4-tert-butyldimethyl-silyloxyphenyl)-7a-methylperhydroinden-3a-ol), O1CCOCC1 (dioxane). The reagents and catalysts are O=[Mn]=O (MnO2). Reaction conditions: time 1 hour. Product: C(=O)/C=C/[C@H]1CC[C@@]2(C[C@H](CC[C@]12C)C1=CC=C(C=C1)O)O ((1R,3aS,5S,7aR)-1-[(E)-2-Formyl-1-ethenyl]-5-(4-hydroxyphenyl)-7a-methylperhydroinden-3a-ol). As a reaction SMILES: [OH:1][CH2:2]/[CH:3]=[CH:4]/[C@@H:5]1[C@:13]2([CH3:14])[C@@:8]([OH:29])([CH2:9][C@@H:10]([C:15]3[CH:20]=[C:19](C)[C:18](C(C)(C)C)=[C:17](C)[C:16]=3O[SiH3])[CH2:11][CH2:12]2)[CH2:7][CH2:6]1.[O:30]1CCOCC1>O=[Mn]=O>[CH:2](/[CH:3]=[CH:4]/[C@@H:5]1[C@:13]2([CH3:14])[C@@:8]([OH:29])([CH2:9][C@@H:10]([C:15]3[CH:20]=[CH:19][C:18]([OH:30])=[CH:17][CH:16]=3)[CH2:11][CH2:12]2)[CH2:7][CH2:6]1)=[O:1]. Reported procedure: To a solution of 2.90 g of (1R,3aS,5S,7aR)-1-[(E)-3-hydroxy-1-propenyl]-5-(4-tert-butyldimethyl-silyloxyphenyl)-7a-methylperhydroinden-3a-ol in 40 ml of dioxane, 13.80 g of MnO2 were added while cooling in an ice bath. The mixture was stirred at room temperature for 1 hr, filtered through celite and the filtrate was made acid to pH 1 with 3N HCl and, using the same procedure described in Prepn, 1, the title compound (II-bb) (2.75 g) was obtained as a white solid. The reactants are O=C(C1=NC=CC=C1)N(C(C)C)C(C)C. Reagents/catalysts: O1B(OC(C)(C)C1(C)C)B2OC(C)(C)C(O2)(C)C, O=C1C=CC=2C=CC=C(C3=CN=C(C=C3)C=4N=CC=CC4)C2N1, [K].OC(C)(C)C, C[OH2+].C[OH2+].C1CC=CCCC=C1.C1CC=CCCC=C1.[Ir].[Ir]. The solvent is O1CCCC1. Conditions: temperature 80 celsius, time 12 hour. Yields the product O=C(C1=NC=CC(=C1)B2OC(C)(C)C(O2)(C)C)N(C(C)C)C(C)C. Isolated yield 89.0%. Procedure: In an argon filled glove box, a 5.0 mL wheaton microreactor was charged with [Ir(cod)(OMe)]2 (1.98 mg, 1.5 mol%), L1 ligand (2.1 mg, 3.5 mol%), B2pin2 (50.8 mg, 1.0 equiv.), KOtBu (1.0 mg, 4.5 mol%) and dry THF (1.0 mL). The reaction mixture was stirred for 2 minutes at room temperature. To this mixture, N,N-diisopropylpicolinamide(41.3 mg, 0.2 mmol) was added. The microreactor was capped with a teflon pressure cap and placed into pre-heated aluminum block at 80 oC. The reaction mixture was stir... Starting materials: N(=[N+]=[N-])C1C(N(C(CCC1)C1=CC=CC=C1)CC(=O)OC(C)(C)C)=O (3-azido-1-t-butoxycarbonylmethyl-7-phenylperhydroazepin-2-one). Reagents/catalysts: [Pd] (Pd-C). Solvent: C(C)O (ethanol). The product is NC1C(N(C(CCC1)C1=CC=CC=C1)CC(=O)OC(C)(C)C)=O (3-amino-1-t-butoxycarbonylmethyl-7-phenylperhydroazepin-2-one). Isolated yield 100.3%. As a reaction SMILES: [N:1]([CH:4]1[CH2:10][CH2:9][CH2:8][CH:7]([C:11]2[CH:16]=[CH:15][CH:14]=[CH:13][CH:12]=2)[N:6]([CH2:17][C:18]([O:20][C:21]([CH3:24])([CH3:23])[CH3:22])=[O:19])[C:5]1=[O:25])=[N+]=[N-]>C(O)C.[Pd]>[NH2:1][CH:4]1[CH2:10][CH2:9][CH2:8][CH:7]([C:11]2[CH:16]=[CH:15][CH:14]=[CH:13][CH:12]=2)[N:6]([CH2:17][C:18]([O:20][C:21]([CH3:23])([CH3:22])[CH3:24])=[O:19])[C:5]1=[O:25]. Procedure: A solution of 8.95 g of the azide from Step C in 75 ml ethanol was hydrogenated over 2 g 10% Pd-C at 45° C. for 5 hr. The solution was then filtered and concentrated to afford 8.3 g 3-amino-1-t-butoxycarbonylmethyl-7-phenylperhydroazepin-2-one.